Task: describe an organic reaction: reactants, conditions, products, and yield. Dataset: the Open Reaction Database (ORD), a public repository of structured organic reaction records Reactants: BrC1=C(C=O)C=C(C=C1)F (2-bromo-5-fluorobenzaldehyde), C(CO)O (ethane-1,2-diol). The reagents and catalysts are O.C1(=CC=C(C=C1)S(=O)(=O)O)C (toluene-4-sulfonic acid monohydrate). Solvent: C1(=CC=CC=C1)C (toluene). Reaction conditions: temperature 60 celsius, time 4 hour. The product is BrC1=C(C=C(C=C1)F)C1OCCO1 (2-(2-Bromo-5-fluoro-phenyl)-1,3 dioxolane). Isolated yield 94.9%. Reaction SMILES: [Br:1][C:2]1[CH:9]=[CH:8][C:7]([F:10])=[CH:6][C:3]=1[CH:4]=[O:5].[CH2:11](O)[CH2:12][OH:13]>C1(C)C=CC=CC=1.O.C1(C)C=CC(S(O)(=O)=O)=CC=1>[Br:1][C:2]1[CH:9]=[CH:8][C:7]([F:10])=[CH:6][C:3]=1[CH:4]1[O:13][CH2:12][CH2:11][O:5]1 |f:3.4|. Reported procedure: To a solution of 2.0 g (9.9 mmol) 2-bromo-5-fluorobenzaldehyde in 20 ml toluene were added 0.722 ml (13.0 mmol) ethane-1,2-diol and 5 mg (0.03 mmol) toluene-4-sulfonic acid monohydrate. The reaction mixture was heated in a rotary evaporator at 60° C. and 200 mbar during 4 h. After evaporation of the solvent and flash chromatography 2.32 g (95%) of the title compound were obtained as a colorless liquid.